The task is: describe an organic reaction: reactants, conditions, products, and yield. This data is from the Open Reaction Database (ORD), a public repository of structured organic reaction records. Starting materials: BrC=1C=C2C(=NC1)N(C=C2C2=CC=C(CNC(C)=O)C=C2)S(=O)(=O)C2=CC=C(C=C2)C (N-{-4-[5-Bromo-1-(toluene-4-sulfonyl)-1H-pyrrolo[2,3-b]pyridin-3-yl]-benzyl}-acetamide), CCOC(=O)C (EtOAc), COC=1C=C(C=C(C1OC)OC)B(O)O (3,4,5-trimethoxyphenyl boronic acid), C(=O)([O-])[O-].[Na+].[Na+] (Na2CO3). Reagents/catalysts: Cl[Pd]([P](C1=CC=CC=C1)(C2=CC=CC=C2)C3=CC=CC=C3)([P](C4=CC=CC=C4)(C5=CC=CC=C5)C6=CC=CC=C6)Cl (dichlorobis(triphenylphosphine)palladium). The solvent is CC#N (CH3CN). Product: COC=1C=C(C=C(C1OC)OC)C=1C=C2C(=NC1)NC=C2C2=CC=C(CNC(C)=O)C=C2 (N-{4-[5-(3,4,5-Trimethoxy-phenyl)-1H-pyrrolo[2,3-b]pyridin-3-yl]-benzyl}-acetamide). The yield is 53.1%. As a reaction SMILES: Br[C:2]1[CH:3]=[C:4]2[C:10]([C:11]3[CH:21]=[CH:20][C:14]([CH2:15][NH:16][C:17](=[O:19])[CH3:18])=[CH:13][CH:12]=3)=[CH:9][N:8](S(C3C=CC(C)=CC=3)(=O)=O)[C:5]2=[N:6][CH:7]=1.[CH3:32][O:33][C:34]1[CH:35]=[C:36](B(O)O)[CH:37]=[C:38]([O:42][CH3:43])[C:39]=1[O:40][CH3:41].C([O-])([O-])=O.[Na+].[Na+].CCOC(C)=O>CC#N.Cl[Pd](Cl)([P](C1C=CC=CC=1)(C1C=CC=CC=1)C1C=CC=CC=1)[P](C1C=CC=CC=1)(C1C=CC=CC=1)C1C=CC=CC=1>[CH3:43][O:42][C:38]1[CH:37]=[C:36]([C:2]2[CH:3]=[C:4]3[C:10]([C:11]4[CH:21]=[CH:20][C:14]([CH2:15][NH:16][C:17](=[O:19])[CH3:18])=[CH:13][CH:12]=4)=[CH:9][NH:8][C:5]3=[N:6][CH:7]=2)[CH:35]=[C:34]([O:33][CH3:32])[C:39]=1[O:40][CH3:41] |f:2.3.4,^1:64,83|. Procedure details: N-{-4-[5-Bromo-1-(toluene-4-sulfonyl)-1H-pyrrolo[2,3-b]pyridin-3-yl]-benzyl}-acetamide (Intermediate CC, 24 mg, 0.048 mmol), 3,4,5-trimethoxyphenyl boronic acid (13 mg, 0.058 mmol) and dichlorobis(triphenylphosphine)palladium (II) (2 mg, 0.002 mmol) were combined in CH3CN (1 ml) and 1 M Na2CO3 (2 ml) and heated in a microwave reactor at 150° C. for 20 min. EtOAc was added, washed with water, dried and purified by silica gel chromatography eluting with 0-4% MeOH:DCM to give 11 mg (53%) of the tit... Reactants: BrC(Br)(Br)Br, CCC(C(=O)OC(C)(C)C)N1CC(C=O)CC1=O, C1CCOC1, [Li]CCCC, [PH4+], c1ccc(P(c2ccccc2)c2ccccc2)cc1. The product is CCC(C(=O)OC(C)(C)C)N1CC(C=O)CC1=O, P. As a reaction SMILES: [Br:44][C:45]([Br:46])([Br:47])[Br:48].[C:2]([CH3:3])([CH3:4])([CH3:5])[O:6][C:7](=[O:8])[CH:9]([CH2:10][CH3:11])[N:12]1[CH2:13][CH:14]([CH:18]=[O:19])[CH2:15][C:16]1=[O:17].[CH2:49]1[O:50][CH2:51][CH2:52][CH2:53]1.[CH3:20][CH2:21][CH2:22][CH2:23][Li:24].[PH4+:1].[c:25]1([P:31]([c:26]2[cH:27][cH:28][cH:29][cH:30][cH:32]2)[c:33]2[cH:34][cH:35][cH:36][cH:37][cH:38]2)[cH:39][cH:40][cH:41][cH:42][cH:43]1>>[C:2]([CH3:3])([CH3:4])([CH3:5])[O:6][C:7](=[O:8])[CH:9]([CH2:10][CH3:11])[N:12]1[CH2:13][CH:14]([CH:18]=[O:19])[CH2:15][C:16]1=[O:17].[PH3:31]. Reactants: C([O-])([O-])=O.[K+].[K+] (potassium carbonate), Cl (hydrochloric acid), ClCC=1N=C(SC1)C (4-chloromethyl-2-methylthiazole), ClC1=CN=NC2=CC(=C(C=C12)OC)O (4-chloro-7-hydroxy-6-methoxycinnoline). Run in CN(C)C=O (DMF), O (water). Conditions: temperature 60 celsius, time 4.5 hour. Yields the product ClC1=CN=NC2=CC(=C(C=C12)OC)OCC=1N=C(SC1)C (4-chloro-6-methoxy-7-[(2-methylthiazol-4-yl)methoxy]cinnoline). Yield: 47.9%. Reaction SMILES: C(=O)([O-])[O-].[K+].[K+].Cl[CH2:8][C:9]1[N:10]=[C:11]([CH3:14])[S:12][CH:13]=1.[Cl:15][C:16]1[C:25]2[C:20](=[CH:21][C:22]([OH:28])=[C:23]([O:26][CH3:27])[CH:24]=2)[N:19]=[N:18][CH:17]=1.Cl>CN(C=O)C.O>[Cl:15][C:16]1[C:25]2[C:20](=[CH:21][C:22]([O:28][CH2:8][C:9]3[N:10]=[C:11]([CH3:14])[S:12][CH:13]=3)=[C:23]([O:26][CH3:27])[CH:24]=2)[N:19]=[N:18][CH:17]=1 |f:0.1.2|. Procedure: The starting material 4-chloro-6-methoxy-7-[(2-methylthiazol-4-yl)methoxy]cinnoline was obtained by adding potassium carbonate (786 mg, 5.7 mmol) followed by 4-chloromethyl-2-methylthiazole (308 mg, 2 mmol) to a suspension of 4-chloro-7-hydroxy-6-methoxycinnoline (0.4 g, 1.9 mmol), (prepared as described for the starting material in Example 10), in DMF (10 ml). After stirring for 4.5 hours at 60° C. the reaction mixture was diluted with water and acidified to pH4 with 2M hydrochloric acid. After... Starting materials: [BH4-], OCc1sc(Br)nc1Br, O=Cc1sc(Br)nc1Br, CO, [Na+]. Yields the product OCc1sc(Br)nc1Br. As a reaction SMILES: [BH4-:19].[Br:10][c:11]1[s:12][c:13]([CH2:14][OH:15])[c:16]([Br:17])[n:18]1.[Br:1][c:2]1[s:3][c:4]([CH:8]=[O:9])[c:5]([Br:7])[n:6]1.[CH3:21][OH:22].[Na+:20]>>[Br:1][c:2]1[s:3][c:4]([CH2:8][OH:9])[c:5]([Br:7])[n:6]1. Reactants: OC=1C(=CC2=C(CCCCC2=O)C1)O (2,3-dihydroxy-6,7,8,9-tetrahydro-5H-benzocyclohepten-5-one), S(=O)(=O)(OC)OC (dimethyl sulfate), C([O-])([O-])=O.[K+].[K+] (potassium carbonate). Solvent: CC(=O)C (acetone). Reaction conditions: temperature 50 celsius, time 2 hour. Product: OC1=CC2=C(CCCCC2=O)C=C1OC (3-hydroxy-2-methoxy-6,7,8,9-tetrahydro-5H-benzocyclohepten-5-one). Isolated yield 63.0%. Reaction SMILES: [OH:1][C:2]1[C:3]([OH:14])=[CH:4][C:5]2[C:11](=[O:12])[CH2:10][CH2:9][CH2:8][CH2:7][C:6]=2[CH:13]=1.S(OC)(O[CH3:19])(=O)=O.C(=O)([O-])[O-].[K+].[K+]>CC(C)=O>[OH:14][C:3]1[C:2]([O:1][CH3:19])=[CH:13][C:6]2[CH2:7][CH2:8][CH2:9][CH2:10][C:11](=[O:12])[C:5]=2[CH:4]=1 |f:2.3.4|. Reported procedure: A mixture of 2,3-dihydroxy-6,7,8,9-tetrahydro-5H-benzocyclohepten-5-one (1.0 g), dimethyl sulfate (0.65 g), anhydrous potassium carbonate (0.86 g) and acetone (20 ml) is stirred at 50° C. for two hours. After cooling, the reaction mixture is subjected to filtration, and the filtrate is concentrated under reduced pressure. To the concentrate is added water, which is extracted with ethyl acetate. The organic layer is washed with water, dried and concentrated under reduced pressure. The residue is ... RXN SMILES: [CH3:40][OH:41].[CH3:4][N:5]([C:6]([c:7]1[cH:8][c:9]([O:13][c:14]2[cH:15][cH:16][c:17]3[c:18](-[c:24]4[c:25]5[n:26]([n:27][c:28]4-[c:29]4[n:30][cH:31][cH:32][cH:33][cH:34]4)[CH2:35][CH2:36][CH2:37]5)[cH:19][cH:20][n:21][c:22]3[cH:23]2)[cH:10][cH:11][cH:12]1)=[S:38])[CH3:39].[NH2:2][NH2:3].[OH2:1]>>[CH3:4][N:5]([CH2:6][c:7]1[cH:8][c:9]([O:13][c:14]2[cH:15][cH:16][c:17]3[c:18](-[c:24]4[c:25]5[n:26]([n:27][c:28]4-[c:29]4[n:30][cH:31][cH:32][cH:33][cH:34]4)[CH2:35][CH2:36][CH2:37]5)[cH:19][cH:20][n:21][c:22]3[cH:23]2)[cH:10][cH:11][cH:12]1)[CH3:39]. The product is CN(C)Cc1cccc(Oc2ccc3c(-c4c(-c5ccccn5)nn5c4CCC5)ccnc3c2)c1. The reactants are CO, CN(C)C(=S)c1cccc(Oc2ccc3c(-c4c(-c5ccccn5)nn5c4CCC5)ccnc3c2)c1, NN, O.